From a dataset of the Open Reaction Database (ORD), a public repository of structured organic reaction records. describe an organic reaction: reactants, conditions, products, and yield Reactants: C1CCOC1 (THF), BrC1=CC=C(C=C1)N1C(CCC1C1=CC=C(C=C1)[N+](=O)[O-])C1=CC=C(C=C1)[N+](=O)[O-] (1-(4-bromophenyl)-2,5-bis(4-nitrophenyl)pyrrolidine), CN(C1=CC=C(C=N1)B(O)O)C (6-(dimethylamino)pyridine-3-ylboronic acid), P(=O)([O-])([O-])[O-].[K+].[K+].[K+] (potassium phosphate). The reagents and catalysts are [Pd](Cl)Cl.C(C)(C)(C)P([C-]1C=CC=C1)C(C)(C)C.[C-]1(C=CC=C1)P(C(C)(C)C)C(C)(C)C.[Fe+2] (1,1′-bis(di-tert-butylphosphino)ferrocene palladium dichloride). Solvent: O (water). Product: [N+](=O)([O-])C1=CC=C(C=C1)C1N(C(CC1)C1=CC=C(C=C1)[N+](=O)[O-])C1=CC=C(C=C1)C=1C=CC(=NC1)N(C)C (5-(4-(2,5-bis(4-nitrophenyl)pyrrolidin-1-yl)phenyl)-N,N-dimethylpyridin-2-amine). The yield is 95.6%. RXN SMILES: Br[C:2]1[CH:7]=[CH:6][C:5]([N:8]2[CH:12]([C:13]3[CH:18]=[CH:17][C:16]([N+:19]([O-:21])=[O:20])=[CH:15][CH:14]=3)[CH2:11][CH2:10][CH:9]2[C:22]2[CH:27]=[CH:26][C:25]([N+:28]([O-:30])=[O:29])=[CH:24][CH:23]=2)=[CH:4][CH:3]=1.[CH3:31][N:32]([CH3:42])[C:33]1[N:38]=[CH:37][C:36](B(O)O)=[CH:35][CH:34]=1.P([O-])([O-])([O-])=O.[K+].[K+].[K+].C1COCC1>[Pd](Cl)Cl.C(P(C(C)(C)C)[C-]1C=CC=C1)(C)(C)C.[C-]1(P(C(C)(C)C)C(C)(C)C)C=CC=C1.[Fe+2].O>[N+:19]([C:16]1[CH:15]=[CH:14][C:13]([CH:12]2[CH2:11][CH2:10][CH:9]([C:22]3[CH:23]=[CH:24][C:25]([N+:28]([O-:30])=[O:29])=[CH:26][CH:27]=3)[N:8]2[C:5]2[CH:6]=[CH:7][C:2]([C:36]3[CH:35]=[CH:34][C:33]([N:32]([CH3:42])[CH3:31])=[N:38][CH:37]=3)=[CH:3][CH:4]=2)=[CH:18][CH:17]=1)([O-:21])=[O:20] |f:2.3.4.5,7.8.9.10|. Reported procedure: The product from Example 86A (25.7 mg, 0.055 mmole) was combined in a microwave tube with 6-(dimethylamino)pyridine-3-ylboronic acid (17.49 mg, 0.105 mmole), tribasic potassium phosphate (24.70 mg, 0.116 mole) and 1,1′-bis(di-tert-butylphosphino)ferrocene palladium dichloride (2.504 mg, 3.84 mole). The tube was sealed and a solvent mixture of THF (2 mL) and water (0.6 mL) added via syringe. The reaction mixture was sparged with nitrogen at room temperature for three minutes during which time the... Reactants: C(C)(=O)N1C(C(C2=CC=C(C=C12)C(=O)OC)=C(C1=CC=CC=C1)OCC)=O (1-acetyl-3-(1-ethoxy-1-phenylmethylene)-6-methoxycarbonyl-2-indolinone), N1(CCC1)CC1=CC=C(N)C=C1 (4-(azetidin-1-yl-methyl)-aniline). Product: N1(CCC1)CC1=CC=C(N\C(\C2=CC=CC=C2)=C\2/C(NC3=CC(=CC=C23)C(=O)OC)=O)C=C1 (3-Z-[1-(4-(azetidin-1-yl-methyl)-anilino)-1-phenyl-methylene]-6-methoxycarbonyl-2-indolinone). As a reaction SMILES: C([N:4]1[C:12]2[C:7](=[CH:8][CH:9]=[C:10]([C:13]([O:15][CH3:16])=[O:14])[CH:11]=2)[C:6](=[C:17](OCC)[C:18]2[CH:23]=[CH:22][CH:21]=[CH:20][CH:19]=2)[C:5]1=[O:27])(=O)C.[N:28]1([CH2:32][C:33]2[CH:39]=[CH:38][C:36]([NH2:37])=[CH:35][CH:34]=2)[CH2:31][CH2:30][CH2:29]1>>[N:28]1([CH2:32][C:33]2[CH:39]=[CH:38][C:36]([NH:37]/[C:17](=[C:6]3\[C:5](=[O:27])[NH:4][C:12]4[C:7]\3=[CH:8][CH:9]=[C:10]([C:13]([O:15][CH3:16])=[O:14])[CH:11]=4)/[C:18]3[CH:23]=[CH:22][CH:21]=[CH:20][CH:19]=3)=[CH:35][CH:34]=2)[CH2:29][CH2:30][CH2:31]1. Reported procedure: Prepared from 1-acetyl-3-(1-ethoxy-1-phenylmethylene)-6-methoxycarbonyl-2-indolinone and 4-(azetidin-1-yl-methyl)-aniline Rf value: 0.5 (silica gel, methylene chloride/methanol/ammonia=9:1:0.5) C27H25N3O3 Reactants: ClC=1C(=C(C=C2C(C(=CN(C12)C1=C(C=C(C(=C1)NC)F)F)C(=O)O)=O)F)F (8-Chloro-6,7-difluoro-1-(2,4-difluoro-5-methylaminophenyl)-4-oxo-1,4-dihydroquinoline-3-carboxylic acid), aqueous solution, CN (methylamine). Run in N1=CC=CC=C1 (pyridine). Run at time 5 hour. Yields the product CN.ClC=1C(=C(C=C2C(C(=CN(C12)C1=C(C=C(C(=C1)NC)F)F)C(=O)O)=O)F)NC (8-chloro-6-fluoro-1-(2,4-difluoro-5-methylaminophenyl)-7-methylamino-4-oxo-1,4-dihydroquinoline-3-carboxylic Acid Methylamine Salt). Reaction SMILES: [Cl:1][C:2]1[C:3](F)=[C:4]([F:26])[CH:5]=[C:6]2[C:11]=1[N:10]([C:12]1[CH:17]=[C:16]([NH:18][CH3:19])[C:15]([F:20])=[CH:14][C:13]=1[F:21])[CH:9]=[C:8]([C:22]([OH:24])=[O:23])[C:7]2=[O:25].[CH3:28][NH2:29]>N1C=CC=CC=1>[CH3:9][NH2:10].[Cl:1][C:2]1[C:3]([NH:29][CH3:28])=[C:4]([F:26])[CH:5]=[C:6]2[C:11]=1[N:10]([C:12]1[CH:17]=[C:16]([NH:18][CH3:19])[C:15]([F:20])=[CH:14][C:13]=1[F:21])[CH:9]=[C:8]([C:22]([OH:24])=[O:23])[C:7]2=[O:25] |f:3.4|. Reported procedure: 8-Chloro-6,7-difluoro-1-(2,4-difluoro-5-methylaminophenyl)-4-oxo-1,4-dihydroquinoline-3-carboxylic acid (200 mg) and a 40% aqueous solution (220 mg) of methylamine were added to pyridine (600 mg), and the mixture was stirred at room temperature for 5 hours. After the solvent was distilled off under reduced pressure, ethanol (1 ml) was added to the residue, and the mixture was stirred for 30 minutes. Deposits were collected by filtration and washed successively with ethanol and diisopropyl ether ... Reactants: CC(=O)[O-], CC(C)OC(=O)Cl, Cl, N=C1SCS1, [Na+], c1ccccc1. Product: CC(C)OC(=O)N=C1SCS1. RXN SMILES: [CH3:15][C:16](=[O:17])[O-:18].[Cl:7][C:8](=[O:9])[O:10][CH:11]([CH3:12])[CH3:13].[ClH:1].[NH:2]=[C:3]1[S:4][CH2:5][S:6]1.[Na+:14].[cH:19]1[cH:20][cH:21][cH:22][cH:23][cH:24]1>>[N:2](=[C:3]1[S:4][CH2:5][S:6]1)[C:8](=[O:9])[O:10][CH:11]([CH3:12])[CH3:13]. Starting materials: C(C1=CC=CC=C1)(C1=CC=CC=C1)\N=C\C1=C(C(=NO1)C)C1=C(C=CC=C1)C(=O)C1=CC=C(C=C1)Cl ((E)-(2-(5-((benzhydrylimino)methyl)-3-methylisoxazol-4-yl)phenyl)(4-chlorophenyl)methanone), C(Cl)Cl (DCM), Yt(OTf)3, [Si](C)(C)(C)C#N (TMS-CN). Run in C(=O)(O)[O-].[Na+] (NaHCO3). Run at time 8 hour. Product: C(C1=CC=CC=C1)(C1=CC=CC=C1)NC(C#N)C1=C(C(=NO1)C)C1=C(C=CC=C1)C(C1=CC=C(C=C1)Cl)=O (2-(benzhydrylamino)-2-(4-(2-(4-chlorobenzoyl)phenyl)-3-methylisoxazol-5-yl)acetonitrile). The yield is 88.8%. As a reaction SMILES: [CH:1](/[N:14]=[CH:15]/[C:16]1[O:20][N:19]=[C:18]([CH3:21])[C:17]=1[C:22]1[CH:27]=[CH:26][CH:25]=[CH:24][C:23]=1[C:28]([C:30]1[CH:35]=[CH:34][C:33]([Cl:36])=[CH:32][CH:31]=1)=[O:29])([C:8]1[CH:13]=[CH:12][CH:11]=[CH:10][CH:9]=1)[C:2]1[CH:7]=[CH:6][CH:5]=[CH:4][CH:3]=1.C(Cl)Cl.[Si]([C:44]#[N:45])(C)(C)C>C([O-])(O)=O.[Na+]>[CH:1]([NH:14][CH:15]([C:16]1[O:20][N:19]=[C:18]([CH3:21])[C:17]=1[C:22]1[CH:27]=[CH:26][CH:25]=[CH:24][C:23]=1[C:28](=[O:29])[C:30]1[CH:31]=[CH:32][C:33]([Cl:36])=[CH:34][CH:35]=1)[C:44]#[N:45])([C:2]1[CH:7]=[CH:6][CH:5]=[CH:4][CH:3]=1)[C:8]1[CH:9]=[CH:10][CH:11]=[CH:12][CH:13]=1 |f:3.4|. Reported procedure: To a round bottomed flask was added (E)-(2-(5-((benzhydrylimino)methyl)-3-methylisoxazol-4-yl)phenyl)(4-chlorophenyl)methanone (320 mg, 0.652 mmol), DCM (4.5 mL), and Yt(OTf)3 (40.4 mg, 0.065 mmol). To this solution was added TMS-CN (175 μl, 1.304 mmol) and the reaction was stirred overnight at room temperature. This solution was diluted with saturated aqueous NaHCO3. The layers were separated and the aqueous phase was extracted with DCM. The combined organic layers were dried over Na2SO4, filte... The reactants are CSC=1NC(C(=CN1)C(=O)OCC)=O (Ethyl 1,6-dihydro-2-methylthio-6-oxo-5-pyrimidinecarboxylate), COC=1C=C(N)C=CC1 (3-methoxyaniline). Run in C(C)O (ethanol). Run at time 17 hour. Yields the product COC=1C=C(NC=2NC(C(=CN2)C(=O)OCC)=O)C=CC1 (ethyl 1,6-dihydro-2-(3-methoxyanilino)-6-oxo-5-pyrimidinecarboxylate). Isolated yield 31.8%. RXN SMILES: CS[C:3]1[NH:4][C:5](=[O:14])[C:6]([C:9]([O:11][CH2:12][CH3:13])=[O:10])=[CH:7][N:8]=1.[CH3:15][O:16][C:17]1[CH:18]=[C:19]([CH:21]=[CH:22][CH:23]=1)[NH2:20]>C(O)C>[CH3:15][O:16][C:17]1[CH:18]=[C:19]([CH:21]=[CH:22][CH:23]=1)[NH:20][C:3]1[NH:4][C:5](=[O:14])[C:6]([C:9]([O:11][CH2:12][CH3:13])=[O:10])=[CH:7][N:8]=1. Reported procedure: Ethyl 1,6-dihydro-2-methylthio-6-oxo-5-pyrimidinecarboxylate (10 g) and 3-methoxyaniline (8.5 g) are added to ethanol (150 ml), and the mixture is refluxed with stirring for 17 hours. After cooling, the precipitate is collected by filtration and recrystallized from DMF to give ethyl 1,6-dihydro-2-(3-methoxyanilino)-6-oxo-5-pyrimidinecarboxylate (4.3 g). M.p. 233°-234° C.